This data is from the Open Reaction Database (ORD), a public repository of structured organic reaction records. The task is: describe an organic reaction: reactants, conditions, products, and yield The reactants are ClC1=CN=C(S1)NC(N(C1CCNCC1)[C@@H]1CC[C@H](CC1)C)=O (3-(5-chloro-thiazol-2-yl)-1-(trans-4-methyl-cyclohexyl)-1-piperidin-4-yl-urea), CCN(C(C)C)C(C)C (DIPEA), CN(C(=O)Cl)C (dimethylcarbamoyl chloride). Solvent: O1CCOCC1 (dioxane), O1CCOCC1 (dioxane). Run at time 8 hour. The product is CN(C(=O)N1CCC(CC1)N(C(=O)NC=1SC(=CN1)Cl)[C@@H]1CC[C@H](CC1)C)C (4-[3-(5-Chloro-thiazol-2-yl)-1-(trans-4-methyl-cyclohexyl)-ureido]-piperidine-1-carboxylic acid dimethylamide). RXN SMILES: [Cl:1][C:2]1[S:6][C:5]([NH:7][C:8](=[O:23])[N:9]([C@H:16]2[CH2:21][CH2:20][C@H:19]([CH3:22])[CH2:18][CH2:17]2)[CH:10]2[CH2:15][CH2:14][NH:13][CH2:12][CH2:11]2)=[N:4][CH:3]=1.CCN(C(C)C)C(C)C.[CH3:33][N:34]([CH3:38])[C:35](Cl)=[O:36]>O1CCOCC1>[CH3:33][N:34]([CH3:38])[C:35]([N:13]1[CH2:12][CH2:11][CH:10]([N:9]([C@H:16]2[CH2:21][CH2:20][C@H:19]([CH3:22])[CH2:18][CH2:17]2)[C:8]([NH:7][C:5]2[S:6][C:2]([Cl:1])=[CH:3][N:4]=2)=[O:23])[CH2:15][CH2:14]1)=[O:36]. Procedure details: To a solution of 3-(5-chloro-thiazol-2-yl)-1-(trans-4-methyl-cyclohexyl)-1-piperidin-4-yl-urea (0.8 mmol), prepared as described in general procedure (G), steps 1-3, and 1.2 equivalents of DIPEA in 10 mL dioxane was added dimethylcarbamoyl chloride (1.2 equivalents) in 1 ml dioxane. The reaction was stirred overnight at room temperature, concentrated in vacuo and purified by flash chromatography to give the title compound. Starting materials: ClC1=NC(=CN=C1)Cl (2,6-dichloropyrazine), C(C)C(CC)N (1-ethylpropylamine), Teflon. Solvent: CCO (EtOH). Yields the product CCC(CC)NC1=NC(=CN=C1)Cl (2-(3-pentylamino)-6-chloropyrazine). Reaction SMILES: Cl[C:2]1[CH:7]=[N:6][CH:5]=[C:4]([Cl:8])[N:3]=1.[CH2:9]([CH:11]([NH2:14])[CH2:12][CH3:13])[CH3:10]>CCO>[CH3:10][CH2:9][CH:11]([NH:14][C:2]1[CH:7]=[N:6][CH:5]=[C:4]([Cl:8])[N:3]=1)[CH2:12][CH3:13]. Procedure details: A solution of 2,6-dichloropyrazine (2.2 g) and 1-ethylpropylamine (5 mL) in EtOH (10 mL) is heated at 140° C. in a Teflon-sealed tube. Resulting solution is concentrated in vacuo, diluted by water, and extracted twice with hexane-ethyl ether. Combined extracts are dried (sodium sulfate), filtered, concentrated in vacuo, and the residue is filtered through a short pad of silica gel. The filtrate is concentrated to give 2-(3-pentylamino)-6-chloropyrazine as brownish oil that solidifies on standing... The reactants are BrCC=Cc1ccccc1, CC(C)CC(C(=O)OCc1ccccc1)C(C(=O)OCc1ccccc1)C(=O)OC(C)(C)C, CN(C)C=O, [H-], [Na+], O=C(O)CC(O)(CC(=O)O)C(=O)O. Yields the product CC(C)CC(C(=O)OCc1ccccc1)C(CC=Cc1ccccc1)(C(=O)OCc1ccccc1)C(=O)OC(C)(C)C. RXN SMILES: [CH2:36]([CH:37]=[CH:38][c:39]1[cH:40][cH:41][cH:42][cH:43][cH:44]1)[Br:45].[CH3:3][CH:4]([CH2:5][CH:6]([CH:7]([C:8](=[O:9])[O:10][CH2:11][c:12]1[cH:13][cH:14][cH:15][cH:16][cH:17]1)[C:18](=[O:19])[O:20][C:21]([CH3:22])([CH3:23])[CH3:24])[C:25](=[O:26])[O:27][CH2:28][c:29]1[cH:30][cH:31][cH:32][cH:33][cH:34]1)[CH3:35].[CH3:59][N:60]([CH3:61])[CH:62]=[O:63].[H-:1].[Na+:2].[OH:46][C:47]([CH2:48][C:49]([C:50](=[O:51])[OH:52])([CH2:53][C:54](=[O:55])[OH:56])[OH:57])=[O:58]>>[CH3:3][CH:4]([CH2:5][CH:6]([C:7]([C:8](=[O:9])[O:10][CH2:11][c:12]1[cH:13][cH:14][cH:15][cH:16][cH:17]1)([C:18](=[O:19])[O:20][C:21]([CH3:22])([CH3:23])[CH3:24])[CH2:36][CH:37]=[CH:38][c:39]1[cH:40][cH:41][cH:42][cH:43][cH:44]1)[C:25](=[O:26])[O:27][CH2:28][c:29]1[cH:30][cH:31][cH:32][cH:33][cH:34]1)[CH3:35].